This data is from the Open Reaction Database (ORD), a public repository of structured organic reaction records. The task is: describe an organic reaction: reactants, conditions, products, and yield Starting materials: BrC1=C2C=C(NC2=CC(=C1)F)C(=O)OC (methyl 4-bromo-6-fluoro-1H-indole-2-carboxylate), [H-].C(C(C)C)[Al+]CC(C)C (diisobutylaluminum hydride), Cl (HCl). The solvent is C1CCOC1 (THF). Run at temperature -30 celsius, time 1 hour. Product: BrC1=C2C=C(NC2=CC(=C1)F)CO ((4-bromo-6-fluoro-1H-indol-2-yl)methanol). The yield is 96.8%. RXN SMILES: [Br:1][C:2]1[CH:10]=[C:9]([F:11])[CH:8]=[C:7]2[C:3]=1[CH:4]=[C:5]([C:12](OC)=[O:13])[NH:6]2.[H-].C([Al+]CC(C)C)C(C)C.Cl>C1COCC1>[Br:1][C:2]1[CH:10]=[C:9]([F:11])[CH:8]=[C:7]2[C:3]=1[CH:4]=[C:5]([CH2:12][OH:13])[NH:6]2 |f:1.2|. Procedure details: To a solution of methyl 4-bromo-6-fluoro-1H-indole-2-carboxylate (3 g, 11 mmol) in THF (50 mL) at −30° C. was added diisobutylaluminum hydride (33 mmol, 1.5M toluene solution). The mixture was stirred for 1 hour at −30° C. and 1N HCl was added. The phases were separated and the aqueous layer was extracted with Et2O. The combined organic layers were dried over Na2SO4 and concentrated to give 2.6 g of the title compound used as such. Starting materials: CCNC(=NC#N)SC, CC(C)N, CCN. Product: CSC(=NC#N)NC(C)C. As a reaction SMILES: [CH2:1]([CH3:2])[NH:3][C:4]([S:5][CH3:6])=[N:7][C:8]#[N:9].[CH3:10][CH:11]([NH2:12])[CH3:13].[CH3:14][CH2:15][NH2:16]>>[CH:1]([CH3:2])([NH:3][C:4]([S:5][CH3:6])=[N:7][C:8]#[N:9])[CH3:10].